The task is: describe an organic reaction: reactants, conditions, products, and yield. This data is from the Open Reaction Database (ORD), a public repository of structured organic reaction records. The reactants are C1(CC1)C=1N(C(=NN1)C=1C=C(C(=O)OC(C)(C)C)C=C(C1)C1=NC=C(C=C1)C)C (tert-butyl 3-(5-cyclopropyl-4-methyl-4H-1,2,4-triazol-3-yl)-5-(5-methylpyridin-2-yl)benzoate), FC(C(=O)O)(F)F (trifluoroacetic acid), Cl (hydrogen chloride). The solvent is CO (methyl alcohol). Run at time 18 hour. The product is hydrochloride salt, C1(CC1)C=1N(C(=NN1)C=1C=C(C(=O)O)C=C(C1)C1=NC=C(C=C1)C)C (3-(5-Cyclopropyl-4-methyl-4H-1,2,4-triazol-3-yl)-5-(5-methylpyridin-2-yl)benzoic acid). As a reaction SMILES: [CH:1]1([C:4]2[N:5]([CH3:29])[C:6]([C:9]3[CH:10]=[C:11]([CH:19]=[C:20]([C:22]4[CH:27]=[CH:26][C:25]([CH3:28])=[CH:24][N:23]=4)[CH:21]=3)[C:12]([O:14]C(C)(C)C)=[O:13])=[N:7][N:8]=2)[CH2:3][CH2:2]1.FC(F)(F)C(O)=O.Cl>CO>[CH:1]1([C:4]2[N:5]([CH3:29])[C:6]([C:9]3[CH:10]=[C:11]([CH:19]=[C:20]([C:22]4[CH:27]=[CH:26][C:25]([CH3:28])=[CH:24][N:23]=4)[CH:21]=3)[C:12]([OH:14])=[O:13])=[N:7][N:8]=2)[CH2:2][CH2:3]1. Reported procedure: To a solution of tert-butyl 3-(5-cyclopropyl-4-methyl-4H-1,2,4-triazol-3-yl)-5-(5-methylpyridin-2-yl)benzoate (0.38 g, 0.97 mmol) in methyl alcohol (10 mL) was added trifluoroacetic acid (5.0 mL, 67.3 mmol) and hydrogen chloride (4.0 M in dioxane; 5.0 mL, 20.0 mmol). The reaction mixture was stirred at ambient temperature. After 18 h, the mixture was concentrated and dried under reduced pressure gave the hydrochloride salt of the title compound. MS 335.1 (M+1). Starting materials: COCC(=O)N(C)C(C)COc1cccc2ncnc(Nc3ccc(O)c(Cl)c3)c12, Cl, ClCc1ccccn1. Product: COCC(=O)N(C)C(C)COc1cccc2ncnc(Nc3ccc(OCc4ccccn4)c(Cl)c3)c12. As a reaction SMILES: [Cl:10][c:11]1[cH:12][c:13]([NH:18][c:19]2[n:20][cH:21][n:22][c:23]3[cH:24][cH:25][cH:26][c:27]([O:29][CH2:30][CH:31]([CH3:32])[N:33]([C:34]([CH2:35][O:36][CH3:37])=[O:38])[CH3:39])[c:28]23)[cH:14][cH:15][c:16]1[OH:17].[ClH:1].[c:2]1([CH2:8][Cl:9])[cH:3][cH:4][cH:5][cH:6][n:7]1>>[c:2]1([CH2:8][O:17][c:16]2[c:11]([Cl:10])[cH:12][c:13]([NH:18][c:19]3[n:20][cH:21][n:22][c:23]4[cH:24][cH:25][cH:26][c:27]([O:29][CH2:30][CH:31]([CH3:32])[N:33]([C:34]([CH2:35][O:36][CH3:37])=[O:38])[CH3:39])[c:28]34)[cH:14][cH:15]2)[cH:3][cH:4][cH:5][cH:6][n:7]1. Reactants: [N+](=O)([O-])C1=C(N)C=CC(=C1)OC(F)(F)F (2-nitro-4-(trifluoromethoxy)aniline), OCC(O)CO (glycerol), [Na+].[N+](=O)([O-])C=1C=C(C=CC1)S(=O)(=O)[O-] (3-nitrobenzenesulfonic acid sodium salt). The product is [N+](=O)([O-])C=1C=C(C=C2C=CC=NC12)OC(F)(F)F (8-Nitro-6-(trifluoromethoxy)quinoline). Isolated yield 94.7%. RXN SMILES: [N+:1]([C:4]1[CH:10]=[C:9]([O:11][C:12]([F:15])([F:14])[F:13])[CH:8]=[CH:7][C:5]=1[NH2:6])([O-:3])=[O:2].O[CH2:17][CH:18]([CH2:20]O)O.[Na+].[N+](C1C=C(S([O-])(=O)=O)C=CC=1)([O-])=O>>[N+:1]([C:4]1[CH:10]=[C:9]([O:11][C:12]([F:13])([F:14])[F:15])[CH:8]=[C:7]2[C:5]=1[N:6]=[CH:20][CH:18]=[CH:17]2)([O-:3])=[O:2] |f:2.3|. Procedure: In a similar fashion using route 10 general procedure 20, 2-nitro-4-(trifluoromethoxy)aniline (1.0 g, 4.50 mmol), glycerol (1.3 g, 13.96 mmol) and 3-nitrobenzenesulfonic acid sodium salt (1.32 g, 5.85 mmol), gave the title compound (1.1 g, 95%) which was used in the next step without purification.